From a dataset of the Open Reaction Database (ORD), a public repository of structured organic reaction records. describe an organic reaction: reactants, conditions, products, and yield Starting materials: CC(C)(C)OC(=O)n1nc(CBr)c2cccnc21, O=C([O-])[O-], N#Cc1cc(Cl)cc(Oc2c(Cl)ccc3[nH]nnc23)c1, [Cs+], [Cs+], CN(C)C=O. Yields the product CC(C)(C)OC(=O)n1nc(Cn2nnc3c(Oc4cc(Cl)cc(C#N)c4)c(Cl)ccc32)c2cccnc21. As a reaction SMILES: [Br:27][CH2:28][c:29]1[n:30][n:31]([C:38](=[O:39])[O:40][C:41]([CH3:42])([CH3:43])[CH3:44])[c:32]2[n:33][cH:34][cH:35][cH:36][c:37]12.[C:21](=[O:22])([O-:23])[O-:24].[Cl:1][c:2]1[cH:3][c:4]([C:5]#[N:6])[cH:7][c:8]([O:10][c:11]2[c:12]([Cl:20])[cH:13][cH:14][c:15]3[nH:16][n:17][n:18][c:19]23)[cH:9]1.[Cs+:25].[Cs+:26].[O:45]=[CH:46][N:47]([CH3:48])[CH3:49]>>[Cl:1][c:2]1[cH:3][c:4]([C:5]#[N:6])[cH:7][c:8]([O:10][c:11]2[c:12]([Cl:20])[cH:13][cH:14][c:15]3[n:16]([CH2:28][c:29]4[n:30][n:31]([C:38](=[O:39])[O:40][C:41]([CH3:42])([CH3:43])[CH3:44])[c:32]5[n:33][cH:34][cH:35][cH:36][c:37]45)[n:17][n:18][c:19]23)[cH:9]1. The reactants are S(=O)(=O)=C1OC=CC(C1)=O (sulfonylpyran-4-one), [BH4-].[Na+] (NaBH4). Solvent: CO (MeOH). Conditions: time 16 hour. Yields the product S(=O)(=O)=C1OC=CC(=C1)O (sulfonylpyran-4-ol). As a reaction SMILES: [S:1](=[C:4]1[CH2:9][C:8](=[O:10])[CH:7]=[CH:6][O:5]1)(=[O:3])=[O:2].[BH4-].[Na+]>CO>[S:1](=[C:4]1[CH:9]=[C:8]([OH:10])[CH:7]=[CH:6][O:5]1)(=[O:3])=[O:2] |f:1.2|. Procedure details: A stirred solution of sulfonylpyran-4-one (1.2 g, 8.1 mmol) in MeOH (20 mL) was cooled to 0° C. under Argon and treated with NaBH4 (331 mg, 9.0 mmol). The reaction was stirred over 16 h and allowed to warm to ambient temperature. The solvent was removed under reduced pressure and the crude oil was chromatographed on a silica gel column packed in 50:50 EtOAc:hexanes and eluted with same. The appropriate fractions were combined and the solvent was removed under reduced pressure to give the sulfony... Starting materials: BrC(Br)(Br)Br, Cc1cc(CO)ccc1Br, ClCCl, c1ccc(P(c2ccccc2)c2ccccc2)cc1. Product: Cc1cc(CBr)ccc1Br. Reaction SMILES: [Br:11][C:12]([Br:13])([Br:14])[Br:15].[Br:1][c:2]1[c:3]([CH3:10])[cH:4][c:5]([CH2:8][OH:9])[cH:6][cH:7]1.[Cl:35][CH2:36][Cl:37].[c:16]1([P:17]([c:18]2[cH:19][cH:20][cH:21][cH:22][cH:23]2)[c:24]2[cH:25][cH:26][cH:27][cH:28][cH:29]2)[cH:30][cH:31][cH:32][cH:33][cH:34]1>>[Br:1][c:2]1[c:3]([CH3:10])[cH:4][c:5]([CH2:8][Br:11])[cH:6][cH:7]1. The reactants are S1C2=C(C=C1C(=O)C1=C(C=C(C(=C1)Br)F)F)C=CC=C2 (benzo[b]thiophen-2-yl-(5-bromo-2,4-difluorophenyl)methanone), O.NN (hydrazine monohydrate). Product: S1C2=C(C=C1C1=NNC3=CC(=C(C=C13)Br)F)C=CC=C2 (3-Benzo[b]thiophen-2-yl-5-bromo-6-fluoro-1H-indazole). Reaction SMILES: [S:1]1[C:5]([C:6]([C:8]2[CH:13]=[C:12]([Br:14])[C:11]([F:15])=[CH:10][C:9]=2F)=O)=[CH:4][C:3]2[CH:17]=[CH:18][CH:19]=[CH:20][C:2]1=2.O.[NH2:22][NH2:23]>>[S:1]1[C:5]([C:6]2[C:8]3[C:9](=[CH:10][C:11]([F:15])=[C:12]([Br:14])[CH:13]=3)[NH:23][N:22]=2)=[CH:4][C:3]2[CH:17]=[CH:18][CH:19]=[CH:20][C:2]1=2 |f:1.2|. Procedure details: A total of 5.7 g of benzo[b]thiophen-2-yl-(5-bromo-2,4-difluorophenyl)methanone obtained in Production Example II-16-a was allowed to react with hydrazine monohydrate by the procedure of Production Example II-10-c and thereby yielded 0.6 g of the title compound as a colorless powder. The reactants are COC1=NC=C(C=C1OC)B1OC(C(O1)(C)C)(C)C (2,3-dimethoxy-5-(4,4,5,5-tetramethyl-1,3,2-dioxaborolan-2-yl)pyridine), CCOC(=O)C.O (EtOAc water), C(=O)([O-])[O-].[Cs+].[Cs+] (Cs2CO3), COC1=NC=C(C=C1OC)B1OC(C(O1)(C)C)(C)C (2,3-dimethoxy-5-(4,4,5,5-tetramethyl-1,3,2-dioxaborolan-2-yl)pyridine), BrC1=CC(=C(C(=O)OC)C(=C1)C)C (methyl 4-bromo-2,6-dimethyl-benzoate). Reagents/catalysts: C1=CC=C(C=C1)P([C-]2C=CC=C2)C3=CC=CC=C3.C1=CC=C(C=C1)P([C-]2C=CC=C2)C3=CC=CC=C3.Cl[Pd]Cl.[Fe+2] (dppfPdCl2). Solvent: CO (MeOH), CS(=O)C (DMSO). Reaction conditions: temperature 90 celsius. The product is COC=1C=C(C=NC1OC)C1=CC(=C(C(=O)OC)C(=C1)C)C (methyl 4-(5,6-dimethoxy-3-pyridyl)-2,6-dimethyl-benzoate). Yield: 29.6%. As a reaction SMILES: [CH3:1][O:2][C:3]1[C:8]([O:9][CH3:10])=[CH:7][C:6](B2OC(C)(C)C(C)(C)O2)=[CH:5][N:4]=1.Br[C:21]1[CH:30]=[C:29]([CH3:31])[C:24]([C:25]([O:27][CH3:28])=[O:26])=[C:23]([CH3:32])[CH:22]=1.C([O-])([O-])=O.[Cs+].[Cs+].CCOC(C)=O.O>CS(C)=O.CO.C1C=CC(P(C2C=CC=CC=2)[C-]2C=CC=C2)=CC=1.C1C=CC(P(C2C=CC=CC=2)[C-]2C=CC=C2)=CC=1.Cl[Pd]Cl.[Fe+2]>[CH3:10][O:9][C:8]1[CH:7]=[C:6]([C:21]2[CH:30]=[C:29]([CH3:31])[C:24]([C:25]([O:27][CH3:28])=[O:26])=[C:23]([CH3:32])[CH:22]=2)[CH:5]=[N:4][C:3]=1[O:2][CH3:1] |f:2.3.4,5.6,9.10.11.12|. Procedure: As shown in step 6-i of Scheme 6, 2,3-dimethoxy-5-(4,4,5,5-tetramethyl-1,3,2-dioxaborolan-2-yl)pyridine (Compound 2021, 920 mg, 3.47 mmol), methyl 4-bromo-2,6-dimethyl-benzoate (844 mg, 3.47 mmol), and Cs2CO3 (2.26 g, 6.94 mmol) were taken up in DMSO (12 mL) in a sealable tube. Nitrogen gas was bubbled through the solution for 5 minutes, dppfPdCl2 (141 mg, 0.174 mmol) added, and the vessel sealed. The reaction mixture was heated at 90° C. for 60 minutes under an atmosphere of nitrogen. After coo... Conditions: temperature 80 celsius, time 4 hour. The solvent is C(C)(=O)O (acetic acid), O (water), C(Cl)(Cl)Cl (chloroform), C(C)(=O)O (acetic acid), O (water). As a reaction SMILES: [C:1]([C:3]1[CH:4]=[C:5]2[C:10](=[CH:11][CH:12]=1)[CH:9]=[C:8]([OH:13])[CH:7]=[CH:6]2)#[N:2].[CH2:14]=[O:15].C1N2CN3CN(C2)CN1C3.S(=O)(=O)(O)O>C(Cl)(Cl)Cl.O.C(O)(=O)C>[CH:14]([C:9]1[C:10]2[C:5](=[CH:4][C:3]([C:1]#[N:2])=[CH:12][CH:11]=2)[CH:6]=[CH:7][C:8]=1[OH:13])=[O:15]. Yield: 48.0%. Reported procedure: 65 milliliters of acetic acid was added to 20 g of 6-cyano-2-naphthol, 3.6 g of paraformaldehyde and 16.6 g of hexamethylenetetramine, followed by stirring at 80° C. for 4 hours. Furthermore, to the reaction mixture was added a solution comprising 53 ml of acetic acid, 10.5 ml of water and 17.8 g of concentrated sulfuric acid at 60° C., followed by stirring at 80° C. for 4 hours. After cooling, 95 ml of water was added to the resulting solution, followed by stirring, and the precipitate was coll... The product is C(=O)C1=C(C=CC2=CC(=CC=C12)C#N)O (1-formyl-6-cyano-2-naphthol). Starting materials: S(O)(O)(=O)=O (sulfuric acid), C(#N)C=1C=C2C=CC(=CC2=CC1)O (6-cyano-2-naphthol), C=O (paraformaldehyde), C1N2CN3CN1CN(C2)C3 (hexamethylenetetramine). The reactants are CCOCC, CO, O=C1c2ccccc2C(=O)N1CCOc1cc(Cl)cc(Cl)c1, [K+], NN, [OH-], O. Product: NCCOc1cc(Cl)cc(Cl)c1. Reaction SMILES: [CH3:26][CH2:27][O:28][CH2:29][CH3:30].[CH3:33][OH:34].[Cl:1][c:2]1[cH:3][c:4]([O:5][CH2:6][CH2:7][N:8]2[C:9](=[O:10])[c:11]3[c:12]([cH:13][cH:14][cH:15][cH:16]3)[C:17]2=[O:18])[cH:19][c:20]([Cl:22])[cH:21]1.[K+:32].[NH2:24][NH2:25].[OH-:31].[OH2:23]>>[Cl:1][c:2]1[cH:3][c:4]([O:5][CH2:6][CH2:7][NH2:8])[cH:19][c:20]([Cl:22])[cH:21]1.